From a dataset of the Open Reaction Database (ORD), a public repository of structured organic reaction records. describe an organic reaction: reactants, conditions, products, and yield The reactants are C(C)(=O)C1=CC=C(C(=O)OC)C=C1 (methyl 4-acetylbenzoate), C(F)(F)(F)[Si](C)(C)C (CF3SiMe3), C1CCOC1 (THF). The solvent is CCOCC (Et2O). Reaction conditions: time 2.5 hour. Product: FC(C(C)(O)C1=CC=C(C(=O)OC)C=C1)(F)F (methyl 4-(1,1,1-trifluoro-2-hydroxypropan-2-yl)benzoate). RXN SMILES: [C:1]([C:4]1[CH:13]=[CH:12][C:7]([C:8]([O:10][CH3:11])=[O:9])=[CH:6][CH:5]=1)(=[O:3])[CH3:2].[C:14]([Si](C)(C)C)([F:17])([F:16])[F:15].C1COCC1>CCOCC>[F:15][C:14]([F:17])([F:16])[C:1]([C:4]1[CH:13]=[CH:12][C:7]([C:8]([O:10][CH3:11])=[O:9])=[CH:6][CH:5]=1)([OH:3])[CH3:2]. Procedure: To a mixture of methyl 4-acetylbenzoate (5.0 g, 28.1 mmol) and CF3SiMe3 (12.5 mL, 84.2 mmol) in THF (150 mL) TBAF (1.0 M, 78.6 mL, 78.6 mmol) was added dropwise at 0° C. The mixture was then stirred for 2.5 h at room temperature, diluted with Et2O (100 mL). The solution was washed with saturated aqueous NaHCO3, and brine, dried, and concentrated. Flash chromatography of the residue, using 2:8 EtOAc-hexane, gave methyl 4-(1,1,1-trifluoro-2-hydroxypropan-2-yl)benzoate: 1H NMR (CDCl3) δ 8.07 (d, J=... Procedure details: To 2-[(4-nitrobenzyl)sulfanyl]pyrimidine (8.0 g) was added 85% ethanol solution (160 ml), and then, calcium chloride (1.8 g) and reduced iron (9.0 g), and the mixture was heated to reflux for 3 hours. After cooling to room temperature, the mixture was filtered with Celite, and washed with ethyl acetate. The organic layer was washed with water and saturated brine, and dried over magnesium sulfate. The solvent was removed under reduced pressure, and the obtained residue was purified by silica gel ... Yields the product N1=C(N=CC=C1)SCC1=CC=C(N)C=C1 (4-[(2-pyrimidinylsulfanyl)methyl]aniline). The solvent is C(C)O (ethanol). The reactants are [Cl-].[Ca+2].[Cl-] (calcium chloride), reduced iron, [N+](=O)([O-])C1=CC=C(CSC2=NC=CC=N2)C=C1 (2-[(4-nitrobenzyl)sulfanyl]pyrimidine). RXN SMILES: [N+:1]([C:4]1[CH:17]=[CH:16][C:7]([CH2:8][S:9][C:10]2[N:15]=[CH:14][CH:13]=[CH:12][N:11]=2)=[CH:6][CH:5]=1)([O-])=O.[Cl-].[Ca+2].[Cl-]>C(O)C>[N:11]1[CH:12]=[CH:13][CH:14]=[N:15][C:10]=1[S:9][CH2:8][C:7]1[CH:16]=[CH:17][C:4]([NH2:1])=[CH:5][CH:6]=1 |f:1.2.3|. Isolated yield 35.6%. The reactants are C(C)(C)(C)OC(=O)N[C@H](C(=O)O)CN ((2S) -2-tert-Butoxycarbonylamino-3-aminopropionic acid), CN(C)C=O (DMF), FC1=C(C=CC=C1)[N+](=O)[O-] (2-fluoronitrobenzene), C(=O)(O)[O-].[Na+] (NaHCO3). Run in O (H2O). Run at temperature 80 celsius. The product is C(C)(C)(C)OC(=O)N[C@H](C(=O)O)CNC1=C(C=CC=C1)[N+](=O)[O-] ((2S)-2-tert-Butoxycarbonylamino-3-(2-nitrophenyl-amino)-propionic acid). Isolated yield 79.3%. RXN SMILES: [C:1]([O:5][C:6]([NH:8][C@@H:9]([CH2:13][NH2:14])[C:10]([OH:12])=[O:11])=[O:7])([CH3:4])([CH3:3])[CH3:2].F[C:16]1[CH:21]=[CH:20][CH:19]=[CH:18][C:17]=1[N+:22]([O-:24])=[O:23].C([O-])(O)=O.[Na+].CN(C=O)C>O>[C:1]([O:5][C:6]([NH:8][C@@H:9]([CH2:13][NH:14][C:16]1[CH:21]=[CH:20][CH:19]=[CH:18][C:17]=1[N+:22]([O-:24])=[O:23])[C:10]([OH:12])=[O:11])=[O:7])([CH3:4])([CH3:3])[CH3:2] |f:2.3|. Procedure details: (2S) -2-tert-Butoxycarbonylamino-3-aminopropionic acid (10 g, 49 mmol), 2-fluoronitrobenzene (5.7 ml, 54 mmol), and NaHCO3 (8.25 g, 98 mmol) was taken into 130 ml of DMF and heated at 80° C. for 18 h. The reaction was evaporated in vacuo to give a viscous orange residue that was dissolved in 300 ml of H2O and extracted with Et2O (3×150 ml). The aq. solution was acidified to pH 5 with 10% NaHSO4 and extracted with EtOAc (3×250 ml). The combined extracts were dried over anhydrous Na2SO4, filtered,... Reactants: BrCC=1C=C2C(=NC=NC2=CC1)NC1=CC(=CC=C1)C (6-bromomethyl-4-(3-methylanilino)quinazoline), [Na].SC=1NC2=C(N1)C=CC=C2 (2-mercaptobenzimidazole sodium salt). Yields the product N1=C(NC2=C1C=CC=C2)SCC=2C=C1C(=NC=NC1=CC2)NC2=CC(=CC=C2)C (6-(2-benzimidazolylthiomethyl)-4-(3-methylanilino)quinazoline). Isolated yield 59.0%. Reaction SMILES: Br[CH2:2][C:3]1[CH:4]=[C:5]2[C:10](=[CH:11][CH:12]=1)[N:9]=[CH:8][N:7]=[C:6]2[NH:13][C:14]1[CH:19]=[CH:18][CH:17]=[C:16]([CH3:20])[CH:15]=1.[Na].[SH:22][C:23]1[NH:24][C:25]2[CH:31]=[CH:30][CH:29]=[CH:28][C:26]=2[N:27]=1>>[N:24]1[C:25]2[CH:31]=[CH:30][CH:29]=[CH:28][C:26]=2[NH:27][C:23]=1[S:22][CH2:2][C:3]1[CH:4]=[C:5]2[C:10](=[CH:11][CH:12]=1)[N:9]=[CH:8][N:7]=[C:6]2[NH:13][C:14]1[CH:19]=[CH:18][CH:17]=[C:16]([CH3:20])[CH:15]=1 |f:1.2,^1:20|. Procedure details: Using an analogous procedure to that described in Example 34, 6-bromomethyl-4-(3-methylanilino)quinazoline was reacted with 2-mercaptobenzimidazole sodium salt to give 6-(2-benzimidazolylthiomethyl)-4-(3-methylanilino)quinazoline in 59% yield, m.p. 123°-129° C.; Starting materials: Cc1ccc(C(=O)O)cc1C, CC(C)CC(CO)NN. Product: Cc1ccc(C(=O)NC(CO)CC(C)C)cc1C. RXN SMILES: [CH3:1][c:2]1[cH:3][c:4]([C:5](=[O:6])[OH:7])[cH:8][cH:9][c:10]1[CH3:11].[NH2:12][NH:13][CH:14]([CH2:15][CH:16]([CH3:17])[CH3:18])[CH2:19][OH:20]>>[CH3:1][c:2]1[cH:3][c:4]([C:5](=[O:7])[NH:13][CH:14]([CH2:15][CH:16]([CH3:17])[CH3:18])[CH2:19][OH:20])[cH:8][cH:9][c:10]1[CH3:11].